This data is from the Open Reaction Database (ORD), a public repository of structured organic reaction records. The task is: describe an organic reaction: reactants, conditions, products, and yield The reactants are CC(C)(C)C=O, Cc1ccccc1, NC(=O)Cc1ccccc1, Cc1ccc(S(=O)(=O)O)cc1, c1ccc2[nH]nnc2c1. Reaction SMILES: [CH3:11][C:12]([CH:13]=[O:14])([CH3:15])[CH3:16].[CH3:37][c:38]1[cH:39][cH:40][cH:41][cH:42][cH:43]1.[c:1]1([CH2:7][C:8](=[O:9])[NH2:10])[cH:2][cH:3][cH:4][cH:5][cH:6]1.[c:26]1([CH3:27])[cH:28][cH:29][c:30]([S:31]([OH:32])(=[O:33])=[O:34])[cH:35][cH:36]1.[nH:17]1[n:18][n:19][c:20]2[c:21]1[cH:22][cH:23][cH:24][cH:25]2>>[c:1]1([CH2:7][C:8](=[O:9])[NH:10][CH:13]([C:12]([CH3:11])([CH3:15])[CH3:16])[n:17]2[n:18][n:19][c:20]3[c:21]2[cH:22][cH:23][cH:24][cH:25]3)[cH:2][cH:3][cH:4][cH:5][cH:6]1. The product is CC(C)(C)C(NC(=O)Cc1ccccc1)n1nnc2ccccc21.